Dataset: the Open Reaction Database (ORD), a public repository of structured organic reaction records. Task: describe an organic reaction: reactants, conditions, products, and yield Starting materials: Cl (HCl), CC1=C(C=CC(=C1)C)N(S(=O)(=O)C=1C=CC(=C(C(=O)OC)C1)OCC1CCOCC1)CC(C)C (methyl 5-(N-(2,4-dimethylphenyl)-N-isobutylsulfamoyl)-2-((tetrahydro-2H-pyran-4-yl)methoxy)benzoate), C(C)[BH-](CC)CC.[Li+] (lithium triethylborohydride). Run in O1CCCC1 (tetrahydrofuran), O1CCCC1 (THF). Conditions: temperature 25 celsius, time 15 hour. Product: CC1=C(C=CC(=C1)C)N(S(=O)(=O)C1=CC(=C(C=C1)OCC1CCOCC1)CO)CC(C)C (N-(2,4-dimethylphenyl)-3-(hydroxymethyl)-N-isobutyl-4-((tetrahydro-2H-pyran-4-yl)methoxy)benzenesulfonamide). Reaction SMILES: [CH3:1][C:2]1[CH:7]=[C:6]([CH3:8])[CH:5]=[CH:4][C:3]=1[N:9]([CH2:31][CH:32]([CH3:34])[CH3:33])[S:10]([C:13]1[CH:14]=[CH:15][C:16]([O:23][CH2:24][CH:25]2[CH2:30][CH2:29][O:28][CH2:27][CH2:26]2)=[C:17]([CH:22]=1)[C:18](OC)=[O:19])(=[O:12])=[O:11].C([BH-](CC)CC)C.[Li+].Cl>O1CCCC1>[CH3:1][C:2]1[CH:7]=[C:6]([CH3:8])[CH:5]=[CH:4][C:3]=1[N:9]([CH2:31][CH:32]([CH3:34])[CH3:33])[S:10]([C:13]1[CH:14]=[CH:15][C:16]([O:23][CH2:24][CH:25]2[CH2:26][CH2:27][O:28][CH2:29][CH2:30]2)=[C:17]([CH2:18][OH:19])[CH:22]=1)(=[O:12])=[O:11] |f:1.2|. Procedure: To a stirred solution of methyl 5-(N-(2,4-dimethylphenyl)-N-isobutylsulfamoyl)-2-((tetrahydro-2H-pyran-4-yl)methoxy)benzoate (20 mg, 0.041 mmol) in tetrahydrofuran (THF) at 25° C. was added lithium triethylborohydride in THF (Superhydride®, 1.1 M, 0.037 mL, 0.041 mmol) and the reaction mixture stirring at 25° C. for 15 hours. Dilute HCl was added to reaction mixture and stirred for 10 minutes. The reaction mixture was then neutralised with base and the product was extracted into ethyl acetate (3... Reactants: N1C(=NC=C1)C=O (1H-imidazole-2-carboaldehyde), CN1C(CCC1)=O (N-methylpyrrolidone), resultant solution, ClCC(=O)OCC (ethyl chloroacetate), C([O-])([O-])=O.[K+].[K+] (potassium carbonate). The solvent is O (water). Run at time 14 hour. Product: C(=O)C=1N(C=CN1)CC(=O)OCC (Ethyl (2-formyl-1H-imidazol-1-yl)acetate). As a reaction SMILES: [NH:1]1[CH:5]=[CH:4][N:3]=[C:2]1[CH:6]=[O:7].CN1CCCC1=O.Cl[CH2:16][C:17]([O:19][CH2:20][CH3:21])=[O:18].C(=O)([O-])[O-].[K+].[K+]>O>[CH:6]([C:2]1[N:1]([CH2:16][C:17]([O:19][CH2:20][CH3:21])=[O:18])[CH:5]=[CH:4][N:3]=1)=[O:7] |f:3.4.5|. Procedure details: To 1H-imidazole-2-carboaldehyde (2.0 g), N-methylpyrrolidone (25 mL) was added, followed by dissolution with heating. To the resultant solution, ethyl chloroacetate (11.1 mL) and potassium carbonate (2.9 g) were added. The reaction solution was stirred at room temperature for 14 hours. To the reaction solution, water (30 mL) was added. The aqueous layer was extracted twice with ethyl acetate. The organic layers were combined, washed with saturated saline and then dried over anhydrous sodium sulf... Starting materials: C(C1=CC=CC=C1)OC1=C(C=C(C=C1)C1=CN=C2N(C1=O)CCN2C2=CC=CC=C2)F (6-(4-(benzyloxy)-3-fluorophenyl)-1-phenyl-2,3-dihydroimidazo[1,2-a]pyrimidin-5(1H)-one). Solvent: C(=O)(C(F)(F)F)O (TFA). Yields the product FC=1C=C(C=CC1O)C1=CN=C2N(C1=O)CCN2C2=CC=CC=C2 (6-(3-fluoro-4-hydroxyphenyl)-1-phenyl-2,3-dihydroimidazo[1,2-a]pyrimidin-5(1H)-one). Reaction SMILES: C([O:8][C:9]1[CH:14]=[CH:13][C:12]([C:15]2[C:20](=[O:21])[N:19]3[CH2:22][CH2:23][N:24]([C:25]4[CH:30]=[CH:29][CH:28]=[CH:27][CH:26]=4)[C:18]3=[N:17][CH:16]=2)=[CH:11][C:10]=1[F:31])C1C=CC=CC=1>C(O)(C(F)(F)F)=O>[F:31][C:10]1[CH:11]=[C:12]([C:15]2[C:20](=[O:21])[N:19]3[CH2:22][CH2:23][N:24]([C:25]4[CH:26]=[CH:27][CH:28]=[CH:29][CH:30]=4)[C:18]3=[N:17][CH:16]=2)[CH:13]=[CH:14][C:9]=1[OH:8]. Procedure: A solution of 6-(4-(benzyloxy)-3-fluorophenyl)-1-phenyl-2,3-dihydroimidazo[1,2-a]pyrimidin-5(1H)-one (0.084 g, 0.20 mmol) in TFA (2 mL) was stirred at 40° C. for 3 hours. The reaction was concentrated to dryness and then dried under vacuum to yield a crude residue that was purified by flash column chromatography, eluting with 25:1 CH2Cl2/MeOH. The product was obtained (80 mg; 94%) as a white solid as a TFA salt. 1H-NMR (400 MHz, DMSO-d6) δ 9.89 (br s, 1H), 7.98 (s, 1H), 7.82 (m, 2H), 7.52 (dd, 1... Reactants: ClCCCC(CCCCC)OC(C)=O (1-chloro-4-acetoxynonane), C(C)(=O)OC(/C=C/CN(C(C)=O)CCCCCCC(=O)OCC)CCCCC (ethyl 7-[N-(4-acetoxy-(E)-2-nonenyl)acetamido]-heptanoate), BrCC=CC(CCCCC)OC(C)=O (1-bromo-4-acetoxy-2-nonene), product. Yields the product OC(C=CCN(C(C)=O)CCCCCCC(=O)O)CCCCC (7-[N-(4-hydroxy-2-noneneyl)acetamido]heptanoic acid). Reaction SMILES: ClCCCC(OC(=O)C)CCCCC.BrCC=CC(OC(=O)C)CCCCC.C([O:32][CH:33]([CH2:52][CH2:53][CH2:54][CH2:55][CH3:56])/[CH:34]=[CH:35]/[CH2:36][N:37]([CH2:41][CH2:42][CH2:43][CH2:44][CH2:45][CH2:46][C:47]([O:49]CC)=[O:48])[C:38](=[O:40])[CH3:39])(=O)C>>[OH:32][CH:33]([CH2:52][CH2:53][CH2:54][CH2:55][CH3:56])[CH:34]=[CH:35][CH2:36][N:37]([CH2:41][CH2:42][CH2:43][CH2:44][CH2:45][CH2:46][C:47]([OH:49])=[O:48])[C:38](=[O:40])[CH3:39]. Reported procedure: The synthesis of this compound is carried out as described in Example 2 except that, in Step B, the 1-chloro-4-acetoxynonane is replaced by an equimolar amount of 1-bromo-4-acetoxy-2-nonene (Example H). The product of Step B is ethyl 7-[N-(4-acetoxy-(E)-2-nonenyl)acetamido]-heptanoate. The subsequent step yields 7-[N-(4-hydroxy-2-noneneyl)acetamido]heptanoic acid (C). Reactants: Cl[Bi](Cl)Cl, Cc1ccc(S(=O)(=O)OCC2(C(F)(F)F)CO2)cc1, CCN(C(C)C)C(C)C, ClC(Cl)Cl, ClCCl, [Na+], [Na+], O=S(=O)([O-])[O-], O=C([O-])[O-], C1CCOC1, Nc1cccc2c1cnn2-c1ccccc1. Yields the product FC(F)(F)C1(CNc2cccc3c2cnn3-c2ccccc2)CO1. RXN SMILES: [Bi:1]([Cl:2])([Cl:3])[Cl:4].[CH3:5][c:6]1[cH:7][cH:8][c:9]([S:10]([O:11][CH2:16][C:17]2([C:20]([F:21])([F:22])[F:23])[O:18][CH2:19]2)(=[O:12])=[O:13])[cH:14][cH:15]1.[CH:51]([N:52]([CH2:53][CH3:54])[CH:55]([CH3:56])[CH3:57])([CH3:58])[CH3:59].[CH:63]([Cl:64])([Cl:65])[Cl:66].[Cl:60][CH2:61][Cl:62].[Na+:40].[Na+:41].[O-:42][S:43](=[O:44])(=[O:45])[O-:46].[O-:47][C:48](=[O:49])[O-:50].[O:67]1[CH2:68][CH2:69][CH2:70][CH2:71]1.[c:24]1(-[n:30]2[n:31][cH:32][c:33]3[c:34]([NH2:39])[cH:35][cH:36][cH:37][c:38]23)[cH:25][cH:26][cH:27][cH:28][cH:29]1>>[CH2:16]([C:17]1([C:20]([F:21])([F:22])[F:23])[O:18][CH2:19]1)[NH:39][c:34]1[c:33]2[cH:32][n:31][n:30](-[c:24]3[cH:25][cH:26][cH:27][cH:28][cH:29]3)[c:38]2[cH:37][cH:36][cH:35]1. Starting materials: CN(C)CCOc1ncccc1OCCO, Cc1ccccc1, [Cl-], CC1CNCCN1c1nccnc1Cl, [Na+], O. Yields the product CC1CNCCN1c1nccnc1OCCOc1cccnc1OCCN(C)C. Reaction SMILES: [CH3:15][N:16]([CH2:17][CH2:18][O:19][c:20]1[n:21][cH:22][cH:23][cH:24][c:25]1[O:26][CH2:27][CH2:28][OH:29])[CH3:30].[CH3:34][c:35]1[cH:36][cH:37][cH:38][cH:39][cH:40]1.[Cl-:33].[Cl:1][c:2]1[c:3]([N:8]2[CH:9]([CH3:14])[CH2:10][NH:11][CH2:12][CH2:13]2)[n:4][cH:5][cH:6][n:7]1.[Na+:32].[OH2:31]>>[c:2]1([O:29][CH2:28][CH2:27][O:26][c:25]2[c:20]([O:19][CH2:18][CH2:17][N:16]([CH3:15])[CH3:30])[n:21][cH:22][cH:23][cH:24]2)[c:3]([N:8]2[CH:9]([CH3:14])[CH2:10][NH:11][CH2:12][CH2:13]2)[n:4][cH:5][cH:6][n:7]1. The reactants are O=Cc1c(F)cncc1Br, CC1(C)OB(c2ccc3c(c2)COC3=O)OC1(C)C, CCOC(C)=O, [Na+], [Na+], O=C([O-])[O-], CN(C)C=O. Yields the product O=Cc1c(F)cncc1-c1ccc2c(c1)COC2=O. As a reaction SMILES: [Br:20][c:21]1[cH:22][n:23][cH:24][c:25]([F:29])[c:26]1[CH:27]=[O:28].[CH3:1][C:2]1([CH3:3])[C:4]([CH3:5])([CH3:6])[O:7][B:8]([c:9]2[cH:10][c:11]3[c:15]([cH:16][cH:17]2)[C:14](=[O:18])[O:13][CH2:12]3)[O:19]1.[CH3:41][CH2:42][O:43][C:44](=[O:45])[CH3:46].[Na+:30].[Na+:31].[O-:32][C:33](=[O:34])[O-:35].[O:36]=[CH:37][N:38]([CH3:39])[CH3:40]>>[c:9]1(-[c:21]2[cH:22][n:23][cH:24][c:25]([F:29])[c:26]2[CH:27]=[O:28])[cH:10][c:11]2[c:15]([cH:16][cH:17]1)[C:14](=[O:18])[O:13][CH2:12]2.